Dataset: the Open Reaction Database (ORD), a public repository of structured organic reaction records. Task: describe an organic reaction: reactants, conditions, products, and yield The reactants are [Cl-] (chloride), BrC1=CC=C(C=2CCCCC12)O (4-bromo-5,6,7,8-tetrahydro-naphthalen-1-ol), Cl.CN(CCCl)C (2-dimethylaminoethyl chloride hydrochloride), C([O-])([O-])=O.[K+].[K+] (potassium carbonate). The solvent is C(C)#N (acetonitrile). The product is BrC1=CC=C(C=2CCCCC12)OCCN(C)C (4-Bromo-1-(N,N-dimethylaminoethoxy)-5,6,7,8-tetrahydro-naphthalene). The yield is 65.2%. RXN SMILES: [Br:1][C:2]1[C:11]2[CH2:10][CH2:9][CH2:8][CH2:7][C:6]=2[C:5]([OH:12])=[CH:4][CH:3]=1.Cl.[CH3:14][N:15]([CH3:19])[CH2:16][CH2:17]Cl.C(=O)([O-])[O-].[K+].[K+].[Cl-]>C(#N)C>[Br:1][C:2]1[C:11]2[CH2:10][CH2:9][CH2:8][CH2:7][C:6]=2[C:5]([O:12][CH2:17][CH2:16][N:15]([CH3:19])[CH3:14])=[CH:4][CH:3]=1 |f:1.2,3.4.5|. Reported procedure: To a 1 L round-bottomed flask equipped with condenser and N2 inlet were added 10.0 g (44 mmol) 4-bromo-5,6,7,8-tetrahydro-naphthalen-1-ol (Example 37A), 19 g (130 mmol) 2-dimethylaminoethyl chloride hydrochloride, 30.3 g (220 mmol) powdered potassium carbonate, and 600 mL acetonitrile. The reaction was refluxed 60 hours, followed by an additional portion of the chloride and continued refluxing for 24 hours. The reaction was cooled, filtered and concentrated. The residue was chromatographed on si... The reactants are C1CCOC1, CNC, CCN(C(C)C)C(C)C, COc1ccccc1-c1nn(COCC[Si](C)(C)C)c2ncc(-c3cccc(C(O)C(=O)O)c3)cc12. The product is COc1ccccc1-c1nn(COCC[Si](C)(C)C)c2ncc(-c3cccc(C(O)C(=O)N(C)C)c3)cc12. Reaction SMILES: [CH2:49]1[O:50][CH2:51][CH2:52][CH2:53]1.[CH3:37][NH:38][CH3:39].[CH:40]([N:41]([CH:42]([CH3:43])[CH3:44])[CH2:45][CH3:46])([CH3:47])[CH3:48].[OH:1][CH:2]([C:3](=[O:4])[OH:5])[c:6]1[cH:7][c:8](-[c:12]2[cH:13][c:14]3[c:15]([n:16][cH:17]2)[n:18]([CH2:29][O:30][CH2:31][CH2:32][Si:33]([CH3:34])([CH3:35])[CH3:36])[n:19][c:20]3-[c:21]2[c:22]([O:27][CH3:28])[cH:23][cH:24][cH:25][cH:26]2)[cH:9][cH:10][cH:11]1>>[OH:1][CH:2]([C:3](=[O:5])[N:38]([CH3:37])[CH3:39])[c:6]1[cH:7][c:8](-[c:12]2[cH:13][c:14]3[c:15]([n:16][cH:17]2)[n:18]([CH2:29][O:30][CH2:31][CH2:32][Si:33]([CH3:34])([CH3:35])[CH3:36])[n:19][c:20]3-[c:21]2[c:22]([O:27][CH3:28])[cH:23][cH:24][cH:25][cH:26]2)[cH:9][cH:10][cH:11]1. The reactants are CC=1NC2=CC=CC(=C2C1)O (2-methyl-4-hydroxyindole), S(=O)(=O)(OC[C@@H]1CO1)C1=CC=C([N+](=O)[O-])C=C1 ((S)-glycidyl nosylate), C([O-])([O-])=O.[K+].[K+] (potassium carbonate), Intermediate 1. Yields the product O1[C@@H](C1)COC1=C2C=C(NC2=CC=C1)C (4-[(2S)-Oxiranylmethoxy]-2-methylindole). Yield: 50.7%. As a reaction SMILES: [CH3:1][C:2]1[NH:3][C:4]2[C:9]([CH:10]=1)=[C:8]([OH:11])[CH:7]=[CH:6][CH:5]=2.S(C1C=CC([N+]([O-])=O)=CC=1)(O[CH2:16][C@H:17]1[O:19][CH2:18]1)(=O)=O.C(=O)([O-])[O-].[K+].[K+]>>[O:19]1[CH2:18][C@H:17]1[CH2:16][O:11][C:8]1[CH:7]=[CH:6][CH:5]=[C:4]2[C:9]=1[CH:10]=[C:2]([CH3:1])[NH:3]2 |f:2.3.4|. Procedure: Prepared from 2-methyl-4-hydroxyindole (5 g, 33 mmol), (S)-glycidyl nosylate (8.78 g, 33 mmol) and potassium carbonate (4.56 g, 33 mmol) according to the procedure used for Intermediate 1 to give 3.4 g product as a white solid. The reactants are ClC=1N=C2N(C3=C([N+](=C2)[O-])C(=CCN3)C3=CC=CC=C3)C1 (8-Chloro-1,2-dihydro-4-phenylimidazo[1,2-a]pyrido[3,2-e]pyrazine 5-oxide), C(C1=CC=CC=C1)N1CCNCC1 (benzylpiperazine). The solvent is C(C)(C)O (isopropanol). Yields the product C1(=CC=CC=C1)C1=CCNC2=C1[N+](=CC=1N2C=C(N1)N1CCN(CC1)CC1=CC=CC=C1)[O-] (1,2-dihydro-4-phenyl-8-(4-phenylmethylpiperazinyl)imidazo [1,2-a]pyrido[3,2-e]pyrazine 5-oxide). Isolated yield 84.4%. As a reaction SMILES: Cl[C:2]1[N:3]=[C:4]2[CH:9]=[N+:8]([O-:10])[C:7]3[C:11]([C:15]4[CH:20]=[CH:19][CH:18]=[CH:17][CH:16]=4)=[CH:12][CH2:13][NH:14][C:6]=3[N:5]2[CH:21]=1.[CH2:22]([N:29]1[CH2:34][CH2:33][NH:32][CH2:31][CH2:30]1)[C:23]1[CH:28]=[CH:27][CH:26]=[CH:25][CH:24]=1>C(O)(C)C>[C:15]1([C:11]2[C:7]3[N+:8]([O-:10])=[CH:9][C:4]4[N:5]([CH:21]=[C:2]([N:32]5[CH2:33][CH2:34][N:29]([CH2:22][C:23]6[CH:24]=[CH:25][CH:26]=[CH:27][CH:28]=6)[CH2:30][CH2:31]5)[N:3]=4)[C:6]=3[NH:14][CH2:13][CH:12]=2)[CH:20]=[CH:19][CH:18]=[CH:17][CH:16]=1. Reported procedure: 8-Chloro-1,2-dihydro-4-phenylimidazo[1,2-a]pyrido[3,2-e]pyrazine 5-oxide (3 g, 0.01 mol) and benzylpiperazine (3.6 g, 0.02 mol) were heated at 80° C., in isopropanol (100 ml) under an atmosphere of nitrogen for 16 hrs. As the reaction mixture cooled to room temperature, a yellow solid precipitated. The yellow solid was collected by filtration, washed with cold isopropanol and recrystallized from isopropanol to yield 1,2-dihydro-4-phenyl-8-(4-phenylmethylpiperazinyl)imidazo [1,2-a]pyrido[3,2-e]py...